From a dataset of the Open Reaction Database (ORD), a public repository of structured organic reaction records. describe an organic reaction: reactants, conditions, products, and yield The reactants are O=C([O-])[O-], CN(C)C=O, Cc1oc(=O)oc1CCl, [K+], [K+], O, O=C(O)CCc1ccc(OCc2ccc(CN(CCc3ccccc3)c3nc(-c4ccccc4)cs3)cc2)cc1. The product is Cc1oc(=O)oc1COC(=O)CCc1ccc(OCc2ccc(CN(CCc3ccccc3)c3nc(-c4ccccc4)cs3)cc2)cc1. As a reaction SMILES: [C:50](=[O:51])([O-:52])[O-:53].[CH3:57][N:58]([CH3:59])[CH:60]=[O:61].[Cl:41][CH2:42][c:43]1[o:44][c:45](=[O:49])[o:46][c:47]1[CH3:48].[K+:54].[K+:55].[OH2:56].[c:1]1([CH2:7][CH2:8][N:9]([c:10]2[s:11][cH:12][c:13](-[c:15]3[cH:16][cH:17][cH:18][cH:19][cH:20]3)[n:14]2)[CH2:21][c:22]2[cH:23][cH:24][c:25]([CH2:26][O:27][c:28]3[cH:29][cH:30][c:31]([CH2:34][CH2:35][C:36](=[O:37])[OH:38])[cH:32][cH:33]3)[cH:39][cH:40]2)[cH:2][cH:3][cH:4][cH:5][cH:6]1>>[c:1]1([CH2:7][CH2:8][N:9]([c:10]2[s:11][cH:12][c:13](-[c:15]3[cH:16][cH:17][cH:18][cH:19][cH:20]3)[n:14]2)[CH2:21][c:22]2[cH:23][cH:24][c:25]([CH2:26][O:27][c:28]3[cH:29][cH:30][c:31]([CH2:34][CH2:35][C:36]([O:37][CH2:42][c:43]4[o:44][c:45](=[O:49])[o:46][c:47]4[CH3:48])=[O:38])[cH:32][cH:33]3)[cH:39][cH:40]2)[cH:2][cH:3][cH:4][cH:5][cH:6]1. Reactants: [Cl-].O[NH3+] (hydroxylammonium chloride), C(O)([O-])=O.[Na+] (sodium hydrogencarbonate), CS(=O)C (dimethyl sulfoxide), C(C)C1=CC2=C(N(C(N(C2=O)CC2(CCOCC2)O)=O)CC2=CC=C(C=C2)C=2C(=CC=CC2)C#N)S1 (4′-{[6-ethyl-3-[(4-hydroxytetrahydro-2H-pyran-4-yl)methyl]-2,4-dioxo-3,4-dihydrothieno[2,3-d]pyrimidin-1(2H)-yl]methyl}biphenyl-2-carbonitrile). The solvent is C(Cl)(Cl)Cl (chloroform). Reaction conditions: temperature 40 celsius, time 30 minute. Yields the product C(C)C1=CC2=C(N(C(N(C2=O)CC2(CCOCC2)O)=O)CC2=CC=C(C=C2)C2=C(C=CC=C2)C2=NOC(N2)=O)S1 (6-ethyl-3-[(4-hydroxytetrahydro-2H-pyran-4-yl)methyl]-1-{[2′-(5-oxo-4,5-dihydro-1,2,4-oxadiazol-3-yl)biphenyl-4-yl]methyl}thieno[2,3-d]pyrimidine-2,4(1H,3H)-dione). Yield: 22.4%. As a reaction SMILES: [Cl-].O[NH3+:3].[C:4](=[O:7])([O-])[OH:5].[Na+].CS(C)=O.[CH2:13]([C:15]1[S:48][C:18]2[N:19]([CH2:33][C:34]3[CH:39]=[CH:38][C:37]([C:40]4[C:41]([C:46]#[N:47])=[CH:42][CH:43]=[CH:44][CH:45]=4)=[CH:36][CH:35]=3)[C:20](=[O:32])[N:21]([CH2:24][C:25]3([OH:31])[CH2:30][CH2:29][O:28][CH2:27][CH2:26]3)[C:22](=[O:23])[C:17]=2[CH:16]=1)[CH3:14]>C(Cl)(Cl)Cl>[CH2:13]([C:15]1[S:48][C:18]2[N:19]([CH2:33][C:34]3[CH:39]=[CH:38][C:37]([C:40]4[CH:45]=[CH:44][CH:43]=[CH:42][C:41]=4[C:46]4[NH:3][C:4](=[O:7])[O:5][N:47]=4)=[CH:36][CH:35]=3)[C:20](=[O:32])[N:21]([CH2:24][C:25]3([OH:31])[CH2:26][CH2:27][O:28][CH2:29][CH2:30]3)[C:22](=[O:23])[C:17]=2[CH:16]=1)[CH3:14] |f:0.1,2.3|. Reported procedure: A mixture of hydroxylammonium chloride (0.27 g), sodium hydrogencarbonate (0.4 g) and dimethyl sulfoxide (10 mL) was stirred at 40° C. for 30 min, 4′-{[6-ethyl-3-[(4-hydroxytetrahydro-2H-pyran-4-yl)methyl]-2,4-dioxo-3,4-dihydrothieno[2,3-d]pyrimidin-1(2H)-yl]methyl}biphenyl-2-carbonitrile (0.16 g) was added, and the mixture was stirred at 90° C. for 16 hr. The reaction mixture was diluted with chloroform, washed successively with water and saturated brine, and dried over anhydrous magnesium sulf... The reactants are C(C)(=O)OC(C)=O (Acetic anhydride), NCCN1C(SC(C1=O)CCCCCCCCC)C=1C=NC=CC1 (3-(2-aminoethyl)-5-(n-nonyl)-2-(3-pyridyl)thiazolidin-4-one), C(=O)(O)[O-].[Na+] (NaHCO3). The solvent is N1=CC=CC=C1 (pyridine). Run at time 8 hour. The product is 3-(2-acetylam:inoethyl)-5-(n-nonyl), N1=CC(=CC=C1)C1SCC(N1)=O (2-(3-pyridyl)thiazolidin-4-one). The yield is 201.8%. RXN SMILES: C(OC(=O)C)(=O)C.NCC[N:11]1[C:15](=[O:16])[CH:14](CCCCCCCCC)[S:13][CH:12]1[C:26]1[CH:27]=[N:28][CH:29]=[CH:30][CH:31]=1.C([O-])(O)=O.[Na+]>N1C=CC=CC=1>[N:28]1[CH:29]=[CH:30][CH:31]=[C:26]([CH:12]2[NH:11][C:15](=[O:16])[CH2:14][S:13]2)[CH:27]=1 |f:2.3|. Reported procedure: Acetic anhydride (0.2 g) was added dropwise to a solution of 3-(2-aminoethyl)-5-(n-nonyl)-2-(3-pyridyl)thiazolidin-4-one (0.50 g, 1.43 mmol) in pyridine (2 ml) with stirring under cooling with ice. The mixture was left standing overnight at room temperature. To this solution was added saturated aqueous NaHCO3 (30 ml), and the mixture was extracted with benzene. After drying of the extract, the solvent was removed therefrom by evaporation under reduced pressure, giving the intended 3-(2-acetylam:... Starting materials: C(=O)(OC(C)(C)C)N1[C@@H](CCC1)CO (1-BOC-2-(S)-pyrrolidinemethanol), BrC=1C(=NC=C(C1)O)F (3-bromo-2-fluoro-5-hydroxypyridine), C1(=CC=CC=C1)P(C1=CC=CC=C1)C1=CC=CC=C1 (triphenylphosphine), CCOC(=O)/N=N/C(=O)OCC (DEAD). The solvent is C1CCOC1 (THF). The product is BrC=1C=C(C=NC1F)OC[C@H]1N(CCC1)C(=O)OC(C)(C)C (5-bromo-6-fluoro-3-(1-BOC-2-(S)-pyrrolidinylmethoxy)pyridine). RXN SMILES: [C:1]([N:8]1[CH2:12][CH2:11][CH2:10][C@H:9]1[CH2:13][OH:14])([O:3][C:4]([CH3:7])([CH3:6])[CH3:5])=[O:2].[Br:15][C:16]1[C:17]([F:23])=[N:18][CH:19]=[C:20](O)[CH:21]=1.C1(P(C2C=CC=CC=2)C2C=CC=CC=2)C=CC=CC=1.CCOC(/N=N/C(OCC)=O)=O>C1COCC1>[Br:15][C:16]1[CH:21]=[C:20]([O:14][CH2:13][C@@H:9]2[CH2:10][CH2:11][CH2:12][N:8]2[C:1]([O:3][C:4]([CH3:7])([CH3:6])[CH3:5])=[O:2])[CH:19]=[N:18][C:17]=1[F:23]. Reported procedure: A sample of 1-BOC-2-(S)-pyrrolidinemethanol, prepared as described above, and of 3-bromo-2-fluoro-5-hydroxypyridine, prepared as in step b above, are reacted with triphenylphosphine and DEAD in THF at room temperature for 16 hours, to give the title compound. The reactants are C(C)(C)(C)OC(C1=C(C=C(C=C1)C(\C=C(\C(F)(F)F)/C1=CC(=CC(=C1)Cl)Cl)=O)C)=O (4-[(E)-3-(3,5-Dichloro-phenyl)-4,4,4-trifluoro-but-2-enoyl]-2-methyl-benzoic acid tert-butyl ester), FC(C=1C=C(C=C(C1)C(F)(F)F)NC(=S)N[C@@H](C1=CC=NC2=CC=C(C=C12)OC)[C@H]1N2C[C@@H]([C@H](C1)CC2)CC)(F)F (1-[3,5-bis(trifluoromethyl)phenyl)-3-{(S)[(2S,4S,5R)-5-ethyl-1-aza-bicyclo[2.2.2]oct-2-yl]-(6-methoxy-4-quinolinyl)methyl}thiourea), [N+](=O)([O-])C (nitromethane), [Cl-].[NH4+] (ammonium chloride). Run at temperature 50 celsius, time 2.5 day. The product is C(C)(C)(C)OC(C1=C(C=C(C=C1)C(C[C@](C(F)(F)F)(C[N+](=O)[O-])C1=CC(=CC(=C1)Cl)Cl)=O)C)=O (4-[(R)-3-(3,5-dichloro-phenyl)-4,4,4-trifluoro-3-nitromethyl-butyryl]-2-methyl-benzoic acid tert-butyl ester). Isolated yield 77.0%. As a reaction SMILES: [C:1]([O:5][C:6](=[O:30])[C:7]1[CH:12]=[CH:11][C:10]([C:13](=[O:28])/[CH:14]=[C:15](\[C:20]2[CH:25]=[C:24]([Cl:26])[CH:23]=[C:22]([Cl:27])[CH:21]=2)/[C:16]([F:19])([F:18])[F:17])=[CH:9][C:8]=1[CH3:29])([CH3:4])([CH3:3])[CH3:2].FC(F)(F)C1C=C(NC(N[C@H]([C@@H]2C[C@@H]3CCN2C[C@@H]3CC)C2C3C(=CC=C(OC)C=3)N=CC=2)=S)C=C(C(F)(F)F)C=1.[Cl-].[NH4+].[N+:74]([CH3:77])([O-:76])=[O:75]>>[C:1]([O:5][C:6](=[O:30])[C:7]1[CH:12]=[CH:11][C:10]([C:13](=[O:28])[CH2:14][C@@:15]([C:20]2[CH:25]=[C:24]([Cl:26])[CH:23]=[C:22]([Cl:27])[CH:21]=2)([CH2:77][N+:74]([O-:76])=[O:75])[C:16]([F:17])([F:19])[F:18])=[CH:9][C:8]=1[CH3:29])([CH3:4])([CH3:3])[CH3:2] |f:2.3|. Procedure details: 4-[(E)-3-(3,5-Dichloro-phenyl)-4,4,4-trifluoro-but-2-enoyl]-2-methyl-benzoic acid tert-butyl ester (0.0928 g, 0.198 mmol) and 1-[3,5-bis(trifluoromethyl)phenyl)-3-{(S)[(2S,4S,5R)-5-ethyl-1-aza-bicyclo[2.2.2]oct-2-yl]-(6-methoxy-4-quinolinyl)methyl}thiourea (0.0121 g, 0.020 mmol) were dissolved in nitromethane (0.6 ml) and the resulting solution was stirred at 50° C. for 2.5 days. The reaction mixture was cooled to room temperature and aqueous saturated ammonium chloride was added. The resulting ...